This data is from the Open Reaction Database (ORD), a public repository of structured organic reaction records. The task is: describe an organic reaction: reactants, conditions, products, and yield Starting materials: NC1=NN(C=C1C#N)C1=CC=CC=C1 (3-amino-1-phenyl-1H-pyrazole-4-carbonitrile), IC1=CC=C(CN2CCOCC2)C=C1 (4-(4-iodobenzyl)morpholine), C(=O)([O-])[O-].[K+].[K+] (K2CO3), CC(C)C1=CC(=C(C(=C1)C(C)C)C2=C(C=CC=C2)P(C3CCCCC3)C4CCCCC4)C(C)C (X-Phos), C(C)(C)(CC)O (tert-amyl alcohol). Reagents/catalysts: C=1C=CC(=CC1)/C=C/C(=O)/C=C/C2=CC=CC=C2.C=1C=CC(=CC1)/C=C/C(=O)/C=C/C2=CC=CC=C2.C=1C=CC(=CC1)/C=C/C(=O)/C=C/C2=CC=CC=C2.[Pd].[Pd] (Pd2dba3). Reaction conditions: temperature 100 celsius, time 24 hour. Yields the product N1(CCOCC1)CC1=CC=C(C=C1)NC1=NN(C=C1C#N)C1=CC=CC=C1 (3-{[4-(morpholin-4-ylmethyl)phenyl]amino}-1-phenyl-1H-pyrazole-4-carbonitrile). As a reaction SMILES: [NH2:1][C:2]1[C:6]([C:7]#[N:8])=[CH:5][N:4]([C:9]2[CH:14]=[CH:13][CH:12]=[CH:11][CH:10]=2)[N:3]=1.I[C:16]1[CH:28]=[CH:27][C:19]([CH2:20][N:21]2[CH2:26][CH2:25][O:24][CH2:23][CH2:22]2)=[CH:18][CH:17]=1.C([O-])([O-])=O.[K+].[K+].CC(C1C=C(C(C)C)C(C2C=CC=CC=2P(C2CCCCC2)C2CCCCC2)=C(C(C)C)C=1)C.C(O)(CC)(C)C>C1C=CC(/C=C/C(/C=C/C2C=CC=CC=2)=O)=CC=1.C1C=CC(/C=C/C(/C=C/C2C=CC=CC=2)=O)=CC=1.C1C=CC(/C=C/C(/C=C/C2C=CC=CC=2)=O)=CC=1.[Pd].[Pd]>[N:21]1([CH2:20][C:19]2[CH:18]=[CH:17][C:16]([NH:1][C:2]3[C:6]([C:7]#[N:8])=[CH:5][N:4]([C:9]4[CH:10]=[CH:11][CH:12]=[CH:13][CH:14]=4)[N:3]=3)=[CH:28][CH:27]=2)[CH2:22][CH2:23][O:24][CH2:25][CH2:26]1 |f:2.3.4,7.8.9.10.11|. Procedure details: 3-amino-1-phenyl-1H-pyrazole-4-carbonitrile (100 mg, 0.543 mmol), 4-(4-iodobenzyl)morpholine (165 mg, 0.543 mmol), Pd2dba3 (24.86 mg, 0.027 mmol), K2CO3 (83 mg, 0.597 mmol) and X-Phos (64.7 mg, 0.136 mmol) were added to a 5 mL microwave vial. Degassed tert-amyl alcohol (0.8 mL) was added and the vial was evacuated and back-filled with N2 (×3). The resulting mixture was stirred at 100° C. for 24 hours. Room temperature was attained, MeOH was added and the solvent removed in vacuo while loading on... The reactants are C(=O)(OC(C)(C)C)N1CCN(CC1)C1=C2C=CNC2=CC=C1 (4-(4-boc-piperazinyl)-indole), COC=1C=C(C=CC1OC)S(=O)(=O)Cl (3,4-dimethoxyphenylsulfonyl chloride). Yields the product Cl.COC=1C=C(C=CC1OC)S(=O)(=O)N1C=CC2=C(C=CC=C12)N1CCNCC1 (1-[(3,4-Dimethoxyphenyl)sulfonyl]-4-(1-piperazinyl)-1H-indole hydrochloride). Reaction SMILES: C([N:8]1[CH2:13][CH2:12][N:11]([C:14]2[CH:22]=[CH:21][CH:20]=[C:19]3[C:15]=2[CH:16]=[CH:17][NH:18]3)[CH2:10][CH2:9]1)(OC(C)(C)C)=O.[CH3:23][O:24][C:25]1[CH:26]=[C:27]([S:33]([Cl:36])(=[O:35])=[O:34])[CH:28]=[CH:29][C:30]=1[O:31][CH3:32]>>[ClH:36].[CH3:23][O:24][C:25]1[CH:26]=[C:27]([S:33]([N:18]2[C:19]3[C:15](=[C:14]([N:11]4[CH2:10][CH2:9][NH:8][CH2:13][CH2:12]4)[CH:22]=[CH:21][CH:20]=3)[CH:16]=[CH:17]2)(=[O:34])=[O:35])[CH:28]=[CH:29][C:30]=1[O:31][CH3:32] |f:2.3|. Reported procedure: The title compound was prepared from 4-(4-boc-piperazinyl)-indole and 3,4-dimethoxyphenylsulfonyl chloride according to Method 3: 1H NMR (270 MHz, DMSO-d6) δ 9.00 (br, 1 H), 7.82 (d, J=5 Hz, 1 H), 7.66 (d, J=8 Hz, 1 H), 7.57 (m, 1 H), 7.40 (d, J=3 Hz, 1 H), 7.24 (t, J=8 Hz, 1 H), 7.10 (d, J=8 Hz, 1 H), 6.90 (d, J=5 Hz, 1 H), 6.78 (d, J=8 Hz, 1 H), 3.78 (s, 6 H), 3.24 (m, 8 H); MS (ESI+) for m/z 402 (M+H)+.